This data is from the Open Reaction Database (ORD), a public repository of structured organic reaction records. The task is: describe an organic reaction: reactants, conditions, products, and yield The reactants are CC(C)(C)C(Cn1ccc(-c2ccc(C(F)(F)F)cc2)n1)OC(=O)Oc1ccc([N+](=O)[O-])cc1, CN(C)C=O, CCOC(C)=O, CCN(C(C)C)C(C)C, Cl, Cl, CCCCC(N)C(O)CNS(=O)(=O)c1ccccn1, CCCCC(N)C(O)CNS(=O)(=O)c1ccccn1. Yields the product CCCCC(NC(=O)OC(Cn1ccc(-c2ccc(C(F)(F)F)cc2)n1)C(C)(C)C)C(O)CNS(=O)(=O)c1ccccn1. Reaction SMILES: [C:50]([O:51][CH:52]([C:53]([CH3:54])([CH3:55])[CH3:56])[CH2:57][n:58]1[n:59][c:60](-[c:63]2[cH:64][cH:65][c:66]([C:69]([F:70])([F:71])[F:72])[cH:67][cH:68]2)[cH:61][cH:62]1)([O:73][c:75]1[cH:76][cH:77][c:78]([N+:79]([O-:80])=[O:81])[cH:82][cH:83]1)=[O:74].[CH3:84][N:85]([CH3:86])[CH:87]=[O:88].[CH3:89][CH2:90][O:91][C:92](=[O:93])[CH3:94].[CH:41]([N:42]([CH2:43][CH3:44])[CH:45]([CH3:46])[CH3:47])([CH3:48])[CH3:49].[ClH:1].[ClH:21].[NH2:22][CH:23]([CH2:24][CH2:25][CH2:26][CH3:27])[CH:28]([OH:29])[CH2:30][NH:31][S:32]([c:33]1[cH:34][cH:35][cH:36][cH:37][n:38]1)(=[O:39])=[O:40].[NH2:2][CH:3]([CH:4]([CH2:5][NH:6][S:7](=[O:8])(=[O:9])[c:10]1[n:11][cH:12][cH:13][cH:14][cH:15]1)[OH:16])[CH2:17][CH2:18][CH2:19][CH3:20]>>[NH:2]([CH:3]([CH:4]([CH2:5][NH:6][S:7](=[O:8])(=[O:9])[c:10]1[n:11][cH:12][cH:13][cH:14][cH:15]1)[OH:16])[CH2:17][CH2:18][CH2:19][CH3:20])[C:50]([O:51][CH:52]([C:53]([CH3:54])([CH3:55])[CH3:56])[CH2:57][n:58]1[n:59][c:60](-[c:63]2[cH:64][cH:65][c:66]([C:69]([F:70])([F:71])[F:72])[cH:67][cH:68]2)[cH:61][cH:62]1)=[O:73]. The product is ClC(=O)/C=C/C1=CC=CC=2C(C(=C(OC21)C2=CC=CC=C2)C)=O (E-8-(2-chlorocarbonylvinyl)-3-methyl-4-oxo-2-phenyl-4H-1-benzopyran). The yield is 69.7%. Reaction SMILES: [C:1](/[CH:4]=[CH:5]/[C:6]1[C:15]2[O:14][C:13]([C:16]3[CH:21]=[CH:20][CH:19]=[CH:18][CH:17]=3)=[C:12]([CH3:22])[C:11](=[O:23])[C:10]=2[CH:9]=[CH:8][CH:7]=1)(O)=[O:2].S(Cl)([Cl:26])=O>C1(C)C=CC=CC=1>[Cl:26][C:1](/[CH:4]=[CH:5]/[C:6]1[C:15]2[O:14][C:13]([C:16]3[CH:21]=[CH:20][CH:19]=[CH:18][CH:17]=3)=[C:12]([CH3:22])[C:11](=[O:23])[C:10]=2[CH:9]=[CH:8][CH:7]=1)=[O:2]. Run in C1(=CC=CC=C1)C (toluene). Starting materials: C(=O)(O)/C=C/C1=CC=CC=2C(C(=C(OC21)C2=CC=CC=C2)C)=O (E-8-(2-carboxyvinyl)-3-methyl-4-oxo-2-phenyl-4H-1-benzopyran), S(=O)(Cl)Cl (thionyl chloride). Reported procedure: A solution of 9.2 g of Intermediate III and 7.8 g of thionyl chloride in 75 ml of toluene was refluxed for 3 hours. After cooling to 20°-25° C. the resultant crystal was collected by suction filtration, washed with acetone and dried in vacuo to give 6.8 g of the title compound, m.p. (190) 196°-198° C. after recrystallization from toluene. Starting materials: Cl[Si](C)(C)C (chlorotrimethylsilane), C(C1=CC=CC=C1)O (benzyl alcohol), CN1C=NC=C1 (1-methylimidazole). Conditions: temperature 0 celsius. Yields the product C[Si](C)(C)OCC1=CC=CC=C1 (benzyl trimethylsilyl ether). Isolated yield 88.0%. Reaction SMILES: Cl[Si:2]([CH3:5])([CH3:4])[CH3:3].[CH2:6]([OH:13])[C:7]1[CH:12]=[CH:11][CH:10]=[CH:9][CH:8]=1.CN1C=CN=C1>>[CH3:3][Si:2]([O:13][CH2:6][C:7]1[CH:12]=[CH:11][CH:10]=[CH:9][CH:8]=1)([CH3:5])[CH3:4]. Reported procedure: 5.50 g (51.0 mmol) of chlorotrimethylsilane were added dropwise to a solution of 5.00 g (46.0 mmol) of benzyl alcohol and 4.20 g (51.0 mmol) of 1-methylimidazole while stirring at 0° C. The reaction mixture was stirred for a further 30 minutes at 0° C. and for 5 minutes at 80° C., resulting in the formation of a liquid two-phase mixture. The upper phase was separated off to give 7.30 g (theory: 8.29 g) of benzyl trimethylsilyl ether as a colorless oil having a purity of 99% (GC). The reactants are FC1=C(OC2=NC=NC3=C(C=CC=C23)N)C=C(C=C1)C(F)(F)F (4-(2-fluoro-5-(trifluoromethyl)phenoxy)quinazolin-8-amine), CCN(C(C)C)C(C)C (DIPEA), ClC1=CC=C(C(=C1C(=O)O)F)CNC(C(C)(C)C)=O (6-chloro-2-fluoro-3-(pivalamidomethyl)benzoic acid), C(C(=O)Cl)(=O)Cl (oxalyl chloride). The reagents and catalysts are CN(C)C=O (DMF). Run in C(Cl)Cl (CH2Cl2). The product is ClC1=CC=C(C(=C1C(=O)NC=1C=CC=C2C(=NC=NC12)OC1=C(C=CC(=C1)C(F)(F)F)F)F)CNC(C(C)(C)C)=O (6-Chloro-2-fluoro-N-(4-(2-fluoro-5-(trifluoromethyl)phenoxy)quinazolin-8-yl)-3-(pivalamidomethyl)benzamide). The yield is 13.6%. Reaction SMILES: [F:1][C:2]1[CH:19]=[CH:18][C:17]([C:20]([F:23])([F:22])[F:21])=[CH:16][C:3]=1[O:4][C:5]1[C:14]2[C:9](=[C:10]([NH2:15])[CH:11]=[CH:12][CH:13]=2)[N:8]=[CH:7][N:6]=1.[Cl:24][C:25]1[C:30]([C:31](O)=[O:32])=[C:29]([F:34])[C:28]([CH2:35][NH:36][C:37](=[O:42])[C:38]([CH3:41])([CH3:40])[CH3:39])=[CH:27][CH:26]=1.C(Cl)(=O)C(Cl)=O.CCN(C(C)C)C(C)C>CN(C=O)C.C(Cl)Cl>[Cl:24][C:25]1[C:30]([C:31]([NH:15][C:10]2[CH:11]=[CH:12][CH:13]=[C:14]3[C:9]=2[N:8]=[CH:7][N:6]=[C:5]3[O:4][C:3]2[CH:16]=[C:17]([C:20]([F:22])([F:23])[F:21])[CH:18]=[CH:19][C:2]=2[F:1])=[O:32])=[C:29]([F:34])[C:28]([CH2:35][NH:36][C:37](=[O:42])[C:38]([CH3:40])([CH3:39])[CH3:41])=[CH:27][CH:26]=1. Procedure: The title compound was prepared following the procedure described in Example-1 using 4-(2-fluoro-5-(trifluoromethyl)phenoxy)quinazolin-8-amine (Intermediate-22, 300 mg, 0.93 mmol), 6-chloro-2-fluoro-3-(pivalamidomethyl)benzoic acid (Intermediate-2, 322 mg, 1.12 mmol), oxalyl chloride (212 mg, 1.68 mmol), DMF (1 drop) and DIPEA (360 mg, 2.79 mmol) in CH2Cl2 (10 mL) to afford 75 mg of the title product. 1H NMR (300 MHz, DMSO-d6): δ 10.97 (s, 1H), 8.92-8.90 (d, J=7.2 Hz, 1H), 8.81 (s, 1H), 8.19-8.1...